Dataset: the Open Reaction Database (ORD), a public repository of structured organic reaction records. Task: describe an organic reaction: reactants, conditions, products, and yield The reactants are C(=O)(OC(C)(C)C)N[C@@H](CCO)C(=O)O (Boc-homoserine), C(=O)(OC(C)(C)C)N[C@@H](CO)C(=O)O (Boc-serine). Product: C(=O)(OC(C)(C)C)N[C@@H](CCOC)C(=O)O (Boc O-methylhomoserine). As a reaction SMILES: [C:1]([NH:8][C@H:9]([C:13]([OH:15])=[O:14])[CH2:10][CH2:11][OH:12])([O:3][C:4]([CH3:7])([CH3:6])[CH3:5])=[O:2].[C:16](N[C@H](C(O)=O)CO)(OC(C)(C)C)=O>>[C:1]([NH:8][C@H:9]([C:13]([OH:15])=[O:14])[CH2:10][CH2:11][O:12][CH3:16])([O:3][C:4]([CH3:7])([CH3:6])[CH3:5])=[O:2]. Reported procedure: Boc-homoserine (0.51 g) was methylated as described for Boc-serine in Example 73. This afforded 0.45 g crude product which was carried on without further purification. NMR (300 MHz, CDCl3) delta 1.40 (s, 9H), 3.16 (s, 3H), 3.90 (m, 2H). Starting materials: N1=C(C=CC=C1)C#CCCO (4-(pyridin-2-yl)but-3-yn-1-ol), BrC=1C=CC(NC1)=O (5-bromo-1H-pyridin-2-one). Product: BrC=1C=CC(N(C1)CCC#CC1=NC=CC=C1)=O (5-bromo-1-(4-pyridin-2-yl-but-3-ynyl)-1H-pyridin-2-one). Yield: 23.1%. As a reaction SMILES: [N:1]1[CH:6]=[CH:5][CH:4]=[CH:3][C:2]=1[C:7]#[C:8][CH2:9][CH2:10]O.[Br:12][C:13]1[CH:14]=[CH:15][C:16](=[O:19])[NH:17][CH:18]=1>>[Br:12][C:13]1[CH:14]=[CH:15][C:16](=[O:19])[N:17]([CH2:10][CH2:9][C:8]#[C:7][C:2]2[CH:3]=[CH:4][CH:5]=[CH:6][N:1]=2)[CH:18]=1. Procedure: The title compound was prepared in accordance with the general method of Example 109(D), from 4-(pyridin-2-yl)but-3-yn-1-ol (700 mg, 4.76 mmol, Example 3(A)) and 5-bromo-1H-pyridin-2-one (870 mg, 5.00 mmol). The crude residue was purified by flash chromatography (cyclohexane/AcOEt 9:1) to yield 334 mg (1.10 mmol, 23%) of 5-bromo-1-(4-pyridin-2-yl-but-3-ynyl)-1H-pyridin-2-one. Reactants: N (ammonia), C([O-])([O-])=O.[Na+].[Na+] (sodium carbonate), ClC=1C(NC(NC1C)=O)=S (5-chloro-6-methyl-4-thiouracil). Reagents/catalysts: [Ni] (Ni). Solvent: O (water). Conditions: time 1 hour. The product is CC1=NC(NC=C1Cl)=O (4-Methyl-5-chloropyrimid-2-one). Yield: 53.0%. Reaction SMILES: N.C(=O)([O-])[O-].[Na+].[Na+].[Cl:8][C:9]1[C:10](=S)[NH:11][C:12](=[O:16])[NH:13][C:14]=1[CH3:15]>O.[Ni]>[CH3:15][C:14]1[C:9]([Cl:8])=[CH:10][NH:11][C:12](=[O:16])[N:13]=1 |f:1.2.3|. Reported procedure: Conc. aqueous ammonia (200 ml) and sodium carbonate (0.012 mol) were added to Raney-Ni (20 g) in water (200 ml) followed by the addition of 5-chloro-6-methyl-4-thiouracil (0.023 mol). The reaction mixture was stirred at room temperature for 1 hr and then heated under reflux for 3 hr. The catalyst was removed from the cold reaction mixture and the filtrate evaporated. The residual material was stirred in 5 N NaOH (20 ml) and the sodium salt filtered off from the ice-cold mixture and washed with a...